Task: describe an organic reaction: reactants, conditions, products, and yield. Dataset: the Open Reaction Database (ORD), a public repository of structured organic reaction records Starting materials: C1(=CC=CC=C1)CONS(=O)(=O)C1=C(C=CC=C1)[N+](=O)[O-] (N-(phenylmethoxy)-2-nitrobenzenesulfonamide), C([O-])([O-])=O.[K+].[K+] (potassium carbonate), CI (methyliodide). The solvent is CC(=O)C (acetone). Run at time 20 hour. Yields the product CN(S(=O)(=O)C1=C(C=CC=C1)[N+](=O)[O-])OCC1=CC=CC=C1 (N-methyl-N-(phenylmethoxy)-2-nitrobenzenesulfonamide). Isolated yield 76.9%. As a reaction SMILES: [C:1]1([CH2:7][O:8][NH:9][S:10]([C:13]2[CH:18]=[CH:17][CH:16]=[CH:15][C:14]=2[N+:19]([O-:21])=[O:20])(=[O:12])=[O:11])[CH:6]=[CH:5][CH:4]=[CH:3][CH:2]=1.[C:22](=O)([O-])[O-].[K+].[K+].CI>CC(C)=O>[CH3:22][N:9]([O:8][CH2:7][C:1]1[CH:2]=[CH:3][CH:4]=[CH:5][CH:6]=1)[S:10]([C:13]1[CH:18]=[CH:17][CH:16]=[CH:15][C:14]=1[N+:19]([O-:21])=[O:20])(=[O:12])=[O:11] |f:1.2.3|. Reported procedure: A mixture of 110.6 g of the product of Example 32, 49.8 g of anhydrous potassium carbonate, 55.8 g of methyliodide and 500 ml of acetone was stirred at ambient temperature for 20 hours. The solvent was evaporated and the residue partitioned between methylene chloride and water. Concentration of the organic extract afforded 88.9 g of N-methyl-N-(phenylmethoxy)-2-nitrobenzenesulfonamide as a yellow oil. [NMR:δ 2.8(s, 3H, NCH3)]. The reactants are O (Water), C(C1=CC=CC=C1)N1C[C@@](CCC1)(C)CO ((S)-(1-Benzyl-3-methylpiperidin-3-yl)methanol), BrCCOC1OCCCC1 (2-(2-bromoethoxy)tetrahydropyran). Reagents/catalysts: [Br-].C(CCC)[N+](CCCC)(CCCC)CCCC (tetrabutylammonium bromide). The solvent is [Cl-].[Na+].O (brine), [OH-].[Na+] (NaOH). Run at temperature 60 celsius, time 4 hour. Yields the product C(C1=CC=CC=C1)N1C[C@](CCC1)(COCCOC1OCCCC1)C ((S)-1-Benzyl-3-methyl-3-[2-(tetrahydropyran-2-yloxy)ethoxymethyl]piperidine). Isolated yield 55.6%. Reaction SMILES: [CH2:1]([N:8]1[CH2:13][CH2:12][CH2:11][C@@:10]([CH2:15][OH:16])([CH3:14])[CH2:9]1)[C:2]1[CH:7]=[CH:6][CH:5]=[CH:4][CH:3]=1.Br[CH2:18][CH2:19][O:20][CH:21]1[CH2:26][CH2:25][CH2:24][CH2:23][O:22]1.O>[Br-].C([N+](CCCC)(CCCC)CCCC)CCC.[OH-].[Na+].[Cl-].[Na+].O>[CH2:1]([N:8]1[CH2:13][CH2:12][CH2:11][C@:10]([CH3:14])([CH2:15][O:16][CH2:18][CH2:19][O:20][CH:21]2[CH2:26][CH2:25][CH2:24][CH2:23][O:22]2)[CH2:9]1)[C:2]1[CH:7]=[CH:6][CH:5]=[CH:4][CH:3]=1 |f:3.4,5.6,7.8.9|. Procedure: (S)-(1-Benzyl-3-methylpiperidin-3-yl)methanol (1.29 g, 5.9 mmol) and tetrabutylammonium bromide (0.19 g, 0.59 mmol) were stirred in 50% NaOH (40 ml) for 15 min. The mixture was then heated to 60° C. and 2-(2-bromoethoxy)tetrahydropyran (2.7 ml, 17.7 mmol) was slowly added (2 h) from a dropping funnel. Stirring was then continued for 4 h at 60° C. Water (40 ml) and brine (20 ml) were added to the cooled mixture, which was extracted with toluene (3×50 ml). The combined extracts were washed twice w... The reactants are [OH-].[Na+] (sodium hydroxide), C(#N)CC(=O)O (cyanoacetic acid), C(C(=O)Cl)(=O)Cl (oxalyl chloride), [OH-].[Na+] (sodium hydroxide), N1=CC=C(C=C1)CC1=CC=C(N)C=C1 (4-(pyridin-4-ylmethyl)aniline). Run in ClCCl (dichloromethane), CN(C)C=O (DMF), ClCCl (dichloromethane). Reaction conditions: time 3 hour. Yields the product C(#N)CC(=O)NC1=CC=C(C=C1)CC1=CC=NC=C1 (2-cyano-N-[4-(pyridin-4-ylmethyl)phenyl]acetamide). Isolated yield 52.3%. Reaction SMILES: [C:1]([CH2:3][C:4]([OH:6])=O)#[N:2].C(Cl)(=O)C(Cl)=O.[OH-].[Na+].[N:15]1[CH:20]=[CH:19][C:18]([CH2:21][C:22]2[CH:28]=[CH:27][C:25]([NH2:26])=[CH:24][CH:23]=2)=[CH:17][CH:16]=1>ClCCl.CN(C=O)C>[C:1]([CH2:3][C:4]([NH:26][C:25]1[CH:24]=[CH:23][C:22]([CH2:21][C:18]2[CH:17]=[CH:16][N:15]=[CH:20][CH:19]=2)=[CH:28][CH:27]=1)=[O:6])#[N:2] |f:2.3|. Procedure details: Under ice-cooling, to a mixture of 18.0 g of cyanoacetic acid and 25 mL of oxalyl chloride were added 0.07 mL of DMF and 10 mL of dichloromethane, followed by stirring at room temperature for 3 hours. The reaction mixture was concentrated under reduced pressure, and then to the residue was added toluene, followed by further concentrating under reduced pressure. This procedure was repeated and excess hydrogen chloride and oxalyl chloride were removed. A mixture of the obtained crude product and 5... The reactants are COCN([C@H](C)C1=CC=CC=C1)C[Si](C)(C)C ((1R)-N-(methoxymethyl)-1-phenyl-N-[(trimethylsilyl)-methyl]ethanamine), C(C#C)(=O)OC (methyl prop-2-ynoate). Reagents/catalysts: FC(C(=O)O)(F)F (trifluoroacetic acid). Solvent: ClCCl (dichloromethane). Conditions: temperature 0 celsius, time 20 minute. Yields the product C1(=CC=CC=C1)[C@@H](C)N1CC(=CC1)C(=O)OC (Methyl 1-[(1R)-1-phenylethyl]-2,5-dihydro-1H-pyrrole-3-carboxylate). Isolated yield 55.7%. As a reaction SMILES: CO[CH2:3][N:4]([CH2:13][Si](C)(C)C)[C@@H:5]([C:7]1[CH:12]=[CH:11][CH:10]=[CH:9][CH:8]=1)[CH3:6].[C:18]([O:22][CH3:23])(=[O:21])[C:19]#[CH:20]>ClCCl.FC(F)(F)C(O)=O>[C:7]1([C@H:5]([N:4]2[CH2:3][CH:20]=[C:19]([C:18]([O:22][CH3:23])=[O:21])[CH2:13]2)[CH3:6])[CH:8]=[CH:9][CH:10]=[CH:11][CH:12]=1. Procedure details: To a stirred solution of (1R)-N-(methoxymethyl)-1-phenyl-N-[(trimethylsilyl)-methyl]ethanamine (55.83 mL, 205.62 mmol) and methyl prop-2-ynoate (22.5 mL, 252.9 mmol) in dichloromethane (500 mL) at 0° C. under nitrogen was added trifluoroacetic acid (800 μL, 10.45 mmol). The reaction mixture was allowed to stir at 0° C. for 20 minutes, then the ice bath was removed and the solution was allowed to warm to room temperature. The solution was stirred at room temperature for 1 h. The reaction mixture ...